From a dataset of the Open Reaction Database (ORD), a public repository of structured organic reaction records. describe an organic reaction: reactants, conditions, products, and yield Yields the product CC(C)(C)OC(=O)N1CCN(c2cc(NCc3cccc(Cl)c3)ccc2[N+](=O)[O-])CC1. Starting materials: CC#N, CCN(C(C)C)C(C)C, NCc1cccc(Cl)c1, CC(C)(C)OC(=O)N1CCN(c2cc(F)ccc2[N+](=O)[O-])CC1. Reaction SMILES: [CH3:42][C:43]#[N:44].[CH:33]([N:34]([CH2:35][CH3:36])[CH:37]([CH3:38])[CH3:39])([CH3:40])[CH3:41].[Cl:24][c:25]1[cH:26][c:27]([CH2:28][NH2:29])[cH:30][cH:31][cH:32]1.[F:1][c:2]1[cH:3][cH:4][c:5]([N+:21](=[O:22])[O-:23])[c:6]([N:8]2[CH2:9][CH2:10][N:11]([C:14](=[O:15])[O:16][C:17]([CH3:18])([CH3:19])[CH3:20])[CH2:12][CH2:13]2)[cH:7]1>>[c:2]1([NH:29][CH2:28][c:27]2[cH:26][c:25]([Cl:24])[cH:32][cH:31][cH:30]2)[cH:3][cH:4][c:5]([N+:21](=[O:22])[O-:23])[c:6]([N:8]2[CH2:9][CH2:10][N:11]([C:14](=[O:15])[O:16][C:17]([CH3:18])([CH3:19])[CH3:20])[CH2:12][CH2:13]2)[cH:7]1.